From a dataset of the Open Reaction Database (ORD), a public repository of structured organic reaction records. describe an organic reaction: reactants, conditions, products, and yield The reactants are C(C1=CC=CC=C1)Br (benzyl bromide), N1C(=CC=C1)C(C(=O)OC)=O (methyl pyrrol-2-ylglyoxylate), C1COCCOCCOCCOCCOCCO1 (18-crown-6), CC(C)(C)[O-].[K+] (potassium tert-butylate). Solvent: CCOCC (ether), CCOCC (ether), CCOCC (ether). Conditions: time 30 minute. Yields the product C(C1=CC=CC=C1)N1C(=CC=C1)C(C(=O)OC)=O (Methyl N-benzylpyrrol-2-ylglyoxylate). The yield is 42.4%. RXN SMILES: [NH:1]1[CH:5]=[CH:4][CH:3]=[C:2]1[C:6](=[O:11])[C:7]([O:9][CH3:10])=[O:8].C1OCCOCCOCCOCCOCCOC1.CC([O-])(C)C.[K+].[CH2:36](Br)[C:37]1[CH:42]=[CH:41][CH:40]=[CH:39][CH:38]=1>CCOCC>[CH2:36]([N:1]1[CH:5]=[CH:4][CH:3]=[C:2]1[C:6](=[O:11])[C:7]([O:9][CH3:10])=[O:8])[C:37]1[CH:42]=[CH:41][CH:40]=[CH:39][CH:38]=1 |f:2.3|. Reported procedure: A suspension of 10 g (65 mmol) of methyl pyrrol-2-ylglyoxylate in 100 ml of ether is added to a solution of 1.7 g (6.5 mmol) of 18-crown-6 with 7.3 g (65 mmol) of potassium tert-butylate in 100 ml of ether, stirring is carried out for 30 minutes and 11.1 g (65 mmol) of benzyl bromide in 50 ml of ether are then added dropwise. Stirring is carried out overnight at room temperature, the mixture is poured onto water and extracted with ether and the organic phase is dried and evaporated down. Chromat... The reactants are Br, CCCCCc1ccc(-c2cccs2)cn1, ClC(Cl)(Cl)Cl, Cl. Product: CCCCCc1ccc(-c2ccc(Cl)s2)cn1. As a reaction SMILES: [Br:2].[CH2:3]([CH2:4][CH2:5][CH2:6][CH3:7])[c:8]1[n:9][cH:10][c:11](-[c:14]2[s:15][cH:16][cH:17][cH:18]2)[cH:12][cH:13]1.[Cl:19][C:20]([Cl:21])([Cl:22])[Cl:23].[Cl:1]>>[CH2:3]([CH2:4][CH2:5][CH2:6][CH3:7])[c:8]1[n:9][cH:10][c:11](-[c:14]2[s:15][c:16]([Cl:19])[cH:17][cH:18]2)[cH:12][cH:13]1.